From a dataset of the Open Reaction Database (ORD), a public repository of structured organic reaction records. describe an organic reaction: reactants, conditions, products, and yield Reactants: BrCCOC1CCCCO1, [Cl-], N#CCc1ccc(Cl)c(Cl)c1, [H-], [NH4+], [Na+], C1CCOC1. Yields the product N#CC(CCOC1CCCCO1)c1ccc(Cl)c(Cl)c1. RXN SMILES: [Br:14][CH2:15][CH2:16][O:17][CH:18]1[O:19][CH2:20][CH2:21][CH2:22][CH2:23]1.[Cl-:24].[Cl:3][c:4]1[cH:5][c:6]([CH2:11][C:12]#[N:13])[cH:7][cH:8][c:9]1[Cl:10].[H-:1].[NH4+:25].[Na+:2].[O:26]1[CH2:27][CH2:28][CH2:29][CH2:30]1>>[Cl:3][c:4]1[cH:5][c:6]([CH:11]([C:12]#[N:13])[CH2:15][CH2:16][O:17][CH:18]2[O:19][CH2:20][CH2:21][CH2:22][CH2:23]2)[cH:7][cH:8][c:9]1[Cl:10]. Reactants: C(C)OC(=O)C=1C(=C2C(=C(N1)C1=NC=CC=C1)SN=C2C2=CC=CC=C2)O (4-Hydroxy-3-phenyl-7-pyridin-2-yl-isothiazolo[5,4-c]pyridine-5-carboxylic acid ethyl ester), NCC(=O)O (glycine). Product: OC1=C2C(=C(N=C1C(=O)NCC(=O)O)C1=NC=CC=C1)SN=C2C2=CC=CC=C2 ([(4-Hydroxy-3-phenyl-7-pyridin-2-yl-isothiazolo[5,4-c]pyridine-5-carbonyl)-amino]-acetic acid). Reaction SMILES: C(O[C:4]([C:6]1[C:7]([OH:27])=[C:8]2[C:20]([C:21]3[CH:26]=[CH:25][CH:24]=[CH:23][CH:22]=3)=[N:19][S:18][C:9]2=[C:10]([C:12]2[CH:17]=[CH:16][CH:15]=[CH:14][N:13]=2)[N:11]=1)=[O:5])C.[NH2:28][CH2:29][C:30]([OH:32])=[O:31]>>[OH:27][C:7]1[C:6]([C:4]([NH:28][CH2:29][C:30]([OH:32])=[O:31])=[O:5])=[N:11][C:10]([C:12]2[CH:17]=[CH:16][CH:15]=[CH:14][N:13]=2)=[C:9]2[S:18][N:19]=[C:20]([C:21]3[CH:22]=[CH:23][CH:24]=[CH:25][CH:26]=3)[C:8]=12. Reported procedure: The title compound was synthesized in analogy to Example 1 from 4-Hydroxy-3-phenyl-7-pyridin-2-yl-isothiazolo[5,4-c]pyridine-5-carboxylic acid ethyl ester and glycine: MS (m/z) 407.1 (M+1). Starting materials: 650C, C(C)OC(C1=CC(=CC=C1)OCCN1CCOCC1)=O (3-(2-morpholin-4-yl-ethoxy)-benzoic acid ethyl ester), NC1=C(C=NN1C=1C=C(C(=O)NC2CC2)C=CC1C)C(C1=CC(=CC=C1)CO)=O (3-[5-amino-4-(3-hydroxymethyl-benzoyl)-pyrazol-1-yl]-N-cyclopropyl-4-methyl-benzamide), C(C)(C)N(CC)C(C)C (diisopropylethylamine). The solvent is C(C)O (ethanol). The product is NC1=C(C=NN1C=1C=C(C(=O)NC2CC2)C=CC1C)C(C1=CC=C(C=C1)C)=O (3-[5-amino-4-(4-methyl-benzoyl)-pyrazol-1-yl]-N-cyclopropyl-4-methyl-benzamide). Isolated yield 21.9%. RXN SMILES: C(O[C:4](=O)[C:5]1[CH:10]=[CH:9][CH:8]=[C:7](OCCN2CCOCC2)[CH:6]=1)C.[NH2:21][C:22]1[N:26]([C:27]2[CH:28]=[C:29]([CH:36]=[CH:37][C:38]=2[CH3:39])[C:30]([NH:32][CH:33]2[CH2:35][CH2:34]2)=[O:31])[N:25]=[CH:24][C:23]=1[C:40](=[O:49])C1C=CC=C(CO)C=1.C(N(C(C)C)CC)(C)C>C(O)C>[NH2:21][C:22]1[N:26]([C:27]2[CH:28]=[C:29]([CH:36]=[CH:37][C:38]=2[CH3:39])[C:30]([NH:32][CH:33]2[CH2:35][CH2:34]2)=[O:31])[N:25]=[CH:24][C:23]=1[C:40](=[O:49])[C:8]1[CH:9]=[CH:10][C:5]([CH3:4])=[CH:6][CH:7]=1. Procedure: A mixture of 2-(4-methyl-benzoyl)-3-phenylamino-acrylonitrile 2 (205 mg, 0.78 mmol), N-cyclopropyl-3-hydrazino-4-methyl-benzamide trifluoroacetic acid salt 7 (Example 6C, 250 mg, 0.78 mmol) and diisopropylethylamine (0.14 mL, 0.78 mmol) in 8 mL of ethanol was heated at 650C in for 18 h. Solvent was removed and the residue was purified by silica gel column chromatography (EtOAc/hexanes, gradient from 1/3 to 3/1). The product can be further purified by trituration with Et2O to give 3-[5-amino-4-(4... Reactants: [Si](C)(C)(C(C)(C)C)OCC(C)(CO[Si](C)(C)C(C)(C)C)N1C=C(C2=C1N=CN=C2)I (7-[2-{[tert-butyl(dimethyl)silyl]oxy}-1-({[tert-butyl(dimethyl)silyl]oxy}methyl)-1-methylethyl]-5-iodo-7H-pyrrolo[2,3-d]pyrimidine), C1(=CC=CC=C1)C(C1=CC=CC=C1)=NC=1C=NC=C(C(=O)N(C)OC)C1 (5-[(diphenylmethylene)amino]-N-methoxy-N-methylnicotinamide). Product: [Si](C)(C)(C(C)(C)C)OCC(C)(CO[Si](C)(C)C(C)(C)C)N1C=C(C2=C1N=CN=C2)C(=O)C=2C=NC=C(C2)N=C(C2=CC=CC=C2)C2=CC=CC=C2 ({7-[2-{[tert-Butyl(dimethyl)silyl]oxy}-1-({[tert-butyl(dimethyl)silyl]oxy}methyl)-1-methylethyl]-7H-pyrrolo[2,3-d]pyrimidin-5-yl}{5-[(diphenylmethylene)amino]pyridin-3-yl}methanone). As a reaction SMILES: [Si:1]([O:8][CH2:9][C:10]([N:21]1[C:25]2[N:26]=[CH:27][N:28]=[CH:29][C:24]=2[C:23](I)=[CH:22]1)([CH2:12][O:13][Si:14]([C:17]([CH3:20])([CH3:19])[CH3:18])([CH3:16])[CH3:15])[CH3:11])([C:4]([CH3:7])([CH3:6])[CH3:5])([CH3:3])[CH3:2].[C:31]1([C:37](=[N:44][C:45]2[CH:46]=[N:47][CH:48]=[C:49]([CH:56]=2)[C:50](N(OC)C)=[O:51])[C:38]2[CH:43]=[CH:42][CH:41]=[CH:40][CH:39]=2)[CH:36]=[CH:35][CH:34]=[CH:33][CH:32]=1>>[Si:1]([O:8][CH2:9][C:10]([N:21]1[C:25]2[N:26]=[CH:27][N:28]=[CH:29][C:24]=2[C:23]([C:50]([C:49]2[CH:48]=[N:47][CH:46]=[C:45]([N:44]=[C:37]([C:38]3[CH:43]=[CH:42][CH:41]=[CH:40][CH:39]=3)[C:31]3[CH:36]=[CH:35][CH:34]=[CH:33][CH:32]=3)[CH:56]=2)=[O:51])=[CH:22]1)([CH2:12][O:13][Si:14]([C:17]([CH3:20])([CH3:19])[CH3:18])([CH3:16])[CH3:15])[CH3:11])([C:4]([CH3:7])([CH3:6])[CH3:5])([CH3:3])[CH3:2]. Procedure details: The title compound was prepared according to the method described for Preparation 28 using 7-[2-{[tert-butyl(dimethyl)silyl]oxy}-1-({[tert-butyl(dimethyl)silyl]oxy}methyl)-1-methylethyl]-5-iodo-7H-pyrrolo[2,3-d]pyrimidine (Preparation 114) and 5-[(diphenylmethylene)amino]-N-methoxy-N-methylnicotinamide (Preparation 23) to afford the title compound as a yellow foam in 69% yield, 1.76 g. Starting materials: Cl.Cl.CN[C@@H](CC1=CNC=N1)CO (N-methylhistidinol dihydrochloride), [H-].[Na+] (NaH), N1=CC=CC=C1 (pyridine), N[C@@H](CC1=CNC=N1)CO (histidinol). The solvent is CN(C)C=O (DMF), CCCCCC (hexane). Reaction conditions: time 1.5 hour. Product: N.C(Cl)Cl (NH3 CH2Cl2), N[C@@H](CC1=CNC=N1)CO (histidinol). Reaction SMILES: [NH2:1][C@H:2](CO)CC1N=CNC=1.[H-].[Na+].[ClH:13].[ClH:14].C[NH:16][C@H:17]([CH2:24][OH:25])[CH2:18][C:19]1[N:23]=[CH:22][NH:21][CH:20]=1.N1C=CC=CC=1>CCCCCC.CN(C=O)C>[NH3:1].[CH2:2]([Cl:14])[Cl:13].[NH2:16][C@H:17]([CH2:24][OH:25])[CH2:18][C:19]1[N:23]=[CH:22][NH:21][CH:20]=1 |f:1.2,3.4.5,9.10|. Reported procedure: TBDMS protected histidinol 14--To a stirred solution of 205 mg (5.1 mmol) of NaH washed 3× with hexane, under argon, in 3.0 mL DMF was added in portions 500 mg (2.3 mmol) of N-methylhistidinol dihydrochloride, resulting in moderate gas evolution. The solution was stirred for 1.5 h, then 1.8 mL (23 mmol) of anhydrous pyridine and 693.0 mg (4.6 mmol) of TBDMSC1 was added. The solution was stirred for 1.5 h, concentrated in vacuo and flash chromatographed on silica with 15% CH3OH.NH3 /CH2Cl2 to yie... Run at time 6 hour. As a reaction SMILES: [CH3:1][N:2]1[CH2:7][CH2:6][N:5]([CH2:8][C:9]2[CH:28]=[CH:27][C:12]([C:13]([NH:15][C:16]3[CH:17]=[CH:18][C:19]([CH3:26])=[C:20]([CH:25]=3)[C:21]([O:23]C)=[O:22])=[O:14])=[CH:11][CH:10]=2)[CH2:4][CH2:3]1.[OH-].[Li+]>O.C1COCC1>[CH3:1][N:2]1[CH2:3][CH2:4][N:5]([CH2:8][C:9]2[CH:10]=[CH:11][C:12]([C:13]([NH:15][C:16]3[CH:17]=[CH:18][C:19]([CH3:26])=[C:20]([CH:25]=3)[C:21]([OH:23])=[O:22])=[O:14])=[CH:27][CH:28]=2)[CH2:6][CH2:7]1 |f:1.2,3.4|. Solvent: O.C1CCOC1 (water THF). Isolated yield 52.3%. Procedure: A reactor is charged with 0.5 g (1.3 mmol) of the solid obtained in step 2, 20 ml of a mixture water/THF (1/1) and 0.55 g (13 mmol) of lithium hydroxide. The mixture is stirred at room temperature for 6 hours. The solution is concentrated under reduced pressure and then diluted in 100 ml of water. The aqueous phase is extracted by 3*30 ml of ethyl acetate and acidified with chlorhydric acid 32% until pH comprised between 2 and 3. the aqueous phase is extracted with 3*30 ml ethyl acetate. The org... Yields the product CN1CCN(CC1)CC1=CC=C(C(=O)NC=2C=CC(=C(C(=O)O)C2)C)C=C1 (5-(4-((4-methylpiperazin-1-yl)methyl)benzamido)-2-methylbenzoic acid). Reactants: CN1CCN(CC1)CC1=CC=C(C(=O)NC=2C=CC(=C(C(=O)OC)C2)C)C=C1 (methyl 5-(4-((4-methylpiperazin-1-yl)methyl)benzamido)-2-methylbenzoate), mixture, [OH-].[Li+] (lithium hydroxide). The reactants are Cc1ccc(-c2cc(C#N)c(OCc3ccc(C(=O)O)cc3)nc2-c2ccc(Cl)cc2Cl)cc1, ClCCCl, ClCCl, CN, CN1CCOCC1, CN(C)c1ccncc1, Cl. The product is CNC(=O)c1ccc(COc2nc(-c3ccc(Cl)cc3Cl)c(-c3ccc(C)cc3)cc2C#N)cc1. As a reaction SMILES: [C:1](#[N:2])[c:3]1[c:4]([O:24][CH2:25][c:26]2[cH:27][cH:28][c:29]([C:30](=[O:31])[OH:32])[cH:33][cH:34]2)[n:5][c:6](-[c:16]2[c:17]([Cl:23])[cH:18][c:19]([Cl:22])[cH:20][cH:21]2)[c:7](-[c:9]2[cH:10][cH:11][c:12]([CH3:15])[cH:13][cH:14]2)[cH:8]1.[CH2:38]([Cl:39])[CH2:40][Cl:41].[CH2:58]([Cl:59])[Cl:60].[CH3:36][NH2:37].[CH3:42][N:43]1[CH2:44][CH2:45][O:46][CH2:47][CH2:48]1.[CH3:49][N:50]([c:51]1[cH:52][cH:53][n:54][cH:55][cH:56]1)[CH3:57].[ClH:35]>>[C:1](#[N:2])[c:3]1[c:4]([O:24][CH2:25][c:26]2[cH:27][cH:28][c:29]([C:30](=[O:32])[NH:43][CH3:42])[cH:33][cH:34]2)[n:5][c:6](-[c:16]2[c:17]([Cl:23])[cH:18][c:19]([Cl:22])[cH:20][cH:21]2)[c:7](-[c:9]2[cH:10][cH:11][c:12]([CH3:15])[cH:13][cH:14]2)[cH:8]1.